The task is: describe an organic reaction: reactants, conditions, products, and yield. This data is from the Open Reaction Database (ORD), a public repository of structured organic reaction records. Yields the product CC1=CC(=NC=C1)N1CCN(CC1)C1=CC=C(C=C1)[N+](=O)[O-] (1-(4-methyl-pyridin-2-yl)-4-(4-nitro-phenyl)-piperazine). Starting materials: [N+](=O)([O-])C1=CC=C(C=C1)N1CCNCC1 (1-(4-nitro-phenyl)-piperazine), ClC1=NC=CC(=C1)C (2-chloro-4-methylpyridine). Reported procedure: From 1-(4-nitro-phenyl)-piperazine and 2-chloro-4-methylpyridine, by heating in diglyme to give 1-(4-methyl-pyridin-2-yl)-4-(4-nitro-phenyl)-piperazine then catalytic hydrogenation over Raney nickel in methanol. RXN SMILES: [N+:1]([C:4]1[CH:9]=[CH:8][C:7]([N:10]2[CH2:15][CH2:14][NH:13][CH2:12][CH2:11]2)=[CH:6][CH:5]=1)([O-:3])=[O:2].Cl[C:17]1[CH:22]=[C:21]([CH3:23])[CH:20]=[CH:19][N:18]=1>COCCOCCOC>[CH3:23][C:21]1[CH:20]=[CH:19][N:18]=[C:17]([N:13]2[CH2:14][CH2:15][N:10]([C:7]3[CH:6]=[CH:5][C:4]([N+:1]([O-:3])=[O:2])=[CH:9][CH:8]=3)[CH2:11][CH2:12]2)[CH:22]=1. Solvent: COCCOCCOC (diglyme). Reactants: COC(=O)N1CC[C@@H]2[C@](CCC[C@H]12)(C#CC=1C=C(C=CC1)C)O ((3aS,4R,7aS)-4-hydroxy-4-m-tolylethynyl-octahydro-indole-1-carboxylic acid methyl ester), COC1=CC=C(C=C1)CC(=O)O ((4-methoxy-phenyl)-acetic acid). The product is COC1=CC=C(C=C1)CC(=O)O[C@@]1([C@@H]2CCN([C@@H]2CCC1)C(=O)OC)C#CC=1C=C(C=CC1)C ((3aR,4S,7aR)-methyl 4-(2-(4-methoxyphenyl)acetoxy)-4-(m-tolylethynyl)octahydro-1H-indole-1-carboxylate). As a reaction SMILES: [CH3:1][O:2][C:3]([N:5]1[C@@H:13]2[C@@H:8]([C@@:9]([OH:23])([C:14]#[C:15][C:16]3[CH:17]=[C:18]([CH3:22])[CH:19]=[CH:20][CH:21]=3)[CH2:10][CH2:11][CH2:12]2)[CH2:7][CH2:6]1)=[O:4].[CH3:24][O:25][C:26]1[CH:31]=[CH:30][C:29]([CH2:32][C:33](O)=[O:34])=[CH:28][CH:27]=1>>[CH3:24][O:25][C:26]1[CH:31]=[CH:30][C:29]([CH2:32][C:33]([O:23][C@@:9]2([C:14]#[C:15][C:16]3[CH:17]=[C:18]([CH3:22])[CH:19]=[CH:20][CH:21]=3)[CH2:10][CH2:11][CH2:12][C@@H:13]3[C@H:8]2[CH2:7][CH2:6][N:5]3[C:3]([O:2][CH3:1])=[O:4])=[O:34])=[CH:28][CH:27]=1. Procedure: Synthesis in analogy to the General Method 1 starting from (3aS,4R,7aS)-4-hydroxy-4-m-tolylethynyl-octahydro-indole-1-carboxylic acid methyl ester and (4-methoxy-phenyl)-acetic acid to yield (3aR,4S,7aR)-methyl 4-(2-(4-methoxyphenyl)acetoxy)-4-(m-tolylethynyl)octahydro-1H-indole-1-carboxylate. MS [M+H]=296 (ester elimination ion); RT==7.889 min; LCMS Method III Starting materials: ClC1=CC=C(C=C1)OC[C@H](CCl)C (1-chloro-4-{[(2R)-3-chloro-2-methylpropyl]oxy}benzene), CC(C(=O)NC1=CC(=CC=C1)C1CCNCC1)C (2-methyl-N-[3-(4-piperidinyl)phenyl]propanamide). Product: ClC1=CC=C(OC[C@H](CN2CCC(CC2)C=2C=C(C=CC2)NC(C(C)C)=O)C)C=C1 (N-(3-{1-[(2S)-3-(4-CHLOROPHENOXY)-2-METHYLPROPYL]-4-PIPERIDINYL}PHENYL)-2-METHYLPROPANAMIDE). As a reaction SMILES: [Cl:1][C:2]1[CH:7]=[CH:6][C:5]([O:8][CH2:9][C@@H:10]([CH3:13])[CH2:11]Cl)=[CH:4][CH:3]=1.[CH3:14][CH:15]([CH3:31])[C:16]([NH:18][C:19]1[CH:24]=[CH:23][CH:22]=[C:21]([CH:25]2[CH2:30][CH2:29][NH:28][CH2:27][CH2:26]2)[CH:20]=1)=[O:17]>>[Cl:1][C:2]1[CH:7]=[CH:6][C:5]([O:8][CH2:9][C@@H:10]([CH3:13])[CH2:11][N:28]2[CH2:29][CH2:30][CH:25]([C:21]3[CH:20]=[C:19]([NH:18][C:16](=[O:17])[CH:15]([CH3:14])[CH3:31])[CH:24]=[CH:23][CH:22]=3)[CH2:26][CH2:27]2)=[CH:4][CH:3]=1. Procedure details: Prepared by Procedure G and Scheme B1 using 1-chloro-4-{[(2R)-3-chloro-2-methylpropyl]oxy}benzene and 2-methyl-N-[3-(4-piperidinyl)phenyl]propanamide: ESMS m/e: 429.2 (M+H)+. Starting materials: 26C, C(C)OC(=O)C=1C(=NC(=NC1)C1=CC=C(C=C1)C(F)(F)F)C(F)(F)F (4-trifluoromethyl-2-(4-trifluoromethyl-phenyl)-pyrimidine-5-carboxylic acid ethyl ester), C(C)OC(C(C)(C)OC1=CC=C(C=C1)CN)=O (2-(4-aminomethyl-phenoxy)-2-methyl-propionic acid ethyl ester), FC(C1=NC(=NC=C1C(=O)O)C1=CC=C(C=C1)C(F)(F)F)(F)F (4-trifluoromethyl-2-(4-trifluoromethyl-phenyl)-pyrimidine-5-carboxylic acid). Product: C(C)OC(C(C)(OC1=CC=C(C=C1)CNC(=O)C=1C(=NC(=NC1)C1=CC=C(C=C1)C(F)(F)F)C(F)(F)F)C)=O (2-methyl-2-[4-({[4-trifluoromethyl-2-(4-trifluoromethyl-phenyl)-pyrimidine-5-carbonyl]-amino}-methyl)-phenoxy]-propionic acid ethyl ester). RXN SMILES: [CH2:1]([O:3][C:4](=[O:17])[C:5]([O:8][C:9]1[CH:14]=[CH:13][C:12]([CH2:15][NH2:16])=[CH:11][CH:10]=1)([CH3:7])[CH3:6])[CH3:2].[F:18][C:19]([F:40])([F:39])[C:20]1[C:25]([C:26](O)=[O:27])=[CH:24][N:23]=[C:22]([C:29]2[CH:34]=[CH:33][C:32]([C:35]([F:38])([F:37])[F:36])=[CH:31][CH:30]=2)[N:21]=1.C(OC(C1C(C(F)(F)F)=NC(C2C=CC(C(F)(F)F)=CC=2)=NC=1)=O)C>>[CH2:1]([O:3][C:4](=[O:17])[C:5]([CH3:7])([O:8][C:9]1[CH:10]=[CH:11][C:12]([CH2:15][NH:16][C:26]([C:25]2[C:20]([C:19]([F:40])([F:18])[F:39])=[N:21][C:22]([C:29]3[CH:30]=[CH:31][C:32]([C:35]([F:37])([F:38])[F:36])=[CH:33][CH:34]=3)=[N:23][CH:24]=2)=[O:27])=[CH:13][CH:14]=1)[CH3:6])[CH3:2]. Procedure: In analogy to the procedures described in example 26B] and 26C, 2-(4-aminomethyl-phenoxy)-2-methyl-propionic acid ethyl ester [PCT Int. Appl. (2002), WO 2002/096895A1] was reacted with 4-trifluoromethyl-2-(4-trifluoromethyl-phenyl)-pyrimidine-5-carboxylic acid (prepared by saponification from 4-trifluoromethyl-2-(4-trifluoromethyl-phenyl)-pyrimidine-5-carboxylic acid ethyl ester (example 107B]) in analogy to example 53B]) to give 2-methyl-2-[4-({[4-trifluoromethyl-2-(4-trifluoromethyl-phenyl)-py... Reactants: C(#N)C1=CC2=C(N(C(=N2)C(C(F)(F)F)(OC(C(=O)OCC)F)C2=C3C=CN(C3=C(C=C2OC)C)C(=O)OC(C)(C)C)COCC[Si](C)(C)C)C=C1 ((±)-tert-butyl 4-(1-(5-cyano-1-((2-(trimethylsilyl)ethoxy)methyl)-1H-benzo[d]imidazol-2-yl)-1-(2-ethoxy-1-fluoro-2-oxoethoxy)-2,2,2-trifluoroethyl)-5-methoxy-7-methyl-1H-indole-1-carboxylate), C(#N)C=1C=CC2=C(N(C(=N2)C(C(F)(F)F)(OC(C(=O)OCC)F)C2=C3C=CN(C3=C(C=C2OC)C)C(=O)OC(C)(C)C)COCC[Si](C)(C)C)C1 ((±)-tert-butyl 4-(1-(6-cyano-1-((2-(trimethylsilyl)ethoxy)methyl)-1H-benzo[d]imidazol-2-yl)-1-(2-ethoxy-1-fluoro-2-oxoethoxy)-2,2,2-trifluoroethyl)-5-methoxy-7-methyl-1H-indole-1-carboxylate), Cl[Sn](Cl)(Cl)Cl (SnCl4). Run in ClCCl (dichloromethane). Reaction conditions: temperature 0 celsius, time 30 minute. The product is C(#N)C1=CC2=C(NC(=N2)C(C(F)(F)F)(OC(C(=O)OCC)F)C2=C3C=CNC3=C(C=C2OC)C)C=C1 ((±)-Ethyl 2-(1-(5-cyano-1H-benzo[d]imidazol-2-yl)-2,2,2-trifluoro-1-(5-methoxy-7-methyl-1H-indol-4-yl)ethoxy)-2-fluoroacetate). RXN SMILES: [C:1]([C:3]1[CH:51]=[CH:50][C:6]2[N:7](COCC[Si](C)(C)C)[C:8]([C:10]([C:23]3[C:31]([O:32][CH3:33])=[CH:30][C:29]([CH3:34])=[C:28]4[C:24]=3[CH:25]=[CH:26][N:27]4C(OC(C)(C)C)=O)([O:15][CH:16]([F:22])[C:17]([O:19][CH2:20][CH3:21])=[O:18])[C:11]([F:14])([F:13])[F:12])=[N:9][C:5]=2[CH:4]=1)#[N:2].C(C1C=CC2N=C(C(C3C(OC)=CC(C)=C4C=3C=CN4C(OC(C)(C)C)=O)(OC(F)C(OCC)=O)C(F)(F)F)N(COCC[Si](C)(C)C)C=2C=1)#N.Cl[Sn](Cl)(Cl)Cl>ClCCl>[C:1]([C:3]1[CH:51]=[CH:50][C:6]2[NH:7][C:8]([C:10]([C:23]3[C:31]([O:32][CH3:33])=[CH:30][C:29]([CH3:34])=[C:28]4[C:24]=3[CH:25]=[CH:26][NH:27]4)([O:15][CH:16]([F:22])[C:17]([O:19][CH2:20][CH3:21])=[O:18])[C:11]([F:14])([F:12])[F:13])=[N:9][C:5]=2[CH:4]=1)#[N:2]. Reported procedure: To a solution of (±)-tert-butyl 4-(1-(5-cyano-1-((2-(trimethylsilyl)ethoxy)methyl)-1H-benzo[d]imidazol-2-yl)-1-(2-ethoxy-1-fluoro-2-oxoethoxy)-2,2,2-trifluoroethyl)-5-methoxy-7-methyl-1H-indole-1-carboxylate and (±)-tert-butyl 4-(1-(6-cyano-1-((2-(trimethylsilyl)ethoxy)methyl)-1H-benzo[d]imidazol-2-yl)-1-(2-ethoxy-1-fluoro-2-oxoethoxy)-2,2,2-trifluoroethyl)-5-methoxy-7-methyl-1H-indole-1-carboxylate (Example 35-E) (94 mg, 0.128 mmol) in dichloromethane (2.0 ml) at 0° C. was added SnCl4 (1.0 M in... The reactants are CNCC#C (N-methylpropargyl amine), C(C)(=O)C=1C=C(NC1)\C=C\1/C(NC2=CC=C(C(=C12)I)F)=O ((Z)-3-[(4-Acetyl-1H-pyrrol-2-yl)methylene]-1,3-dihydro-5-fluoro-4-iodo-2H-indol-2-one). Reagents/catalysts: C=1C=CC(=CC1)[P](C=2C=CC=CC2)(C=3C=CC=CC3)[Pd]([P](C=4C=CC=CC4)(C=5C=CC=CC5)C=6C=CC=CC6)([P](C=7C=CC=CC7)(C=8C=CC=CC8)C=9C=CC=CC9)[P](C=1C=CC=CC1)(C=1C=CC=CC1)C=1C=CC=CC1 ((Ph3P)4Pd). Run in CCN(CC)CC (Et3N), CN(C)C=O (DMF). Product: C(C)(=O)C=1C=C(NC1)\C=C\1/C(NC2=CC=C(C(=C12)C#CCNC)F)=O ((Z)-3-[(4-Acetyl-1H-pyrrol-2-yl)methylene]-1,3-dihydro-5-fluoro-4-[3-(N-methylamino)-1-propynyl]-2H-indol-2-one). Reaction SMILES: [CH3:1][NH:2][CH2:3][C:4]#[CH:5].[C:6]([C:9]1[CH:10]=[C:11](/[CH:14]=[C:15]2\[C:16](=[O:26])[NH:17][C:18]3[C:23]\2=[C:22](I)[C:21]([F:25])=[CH:20][CH:19]=3)[NH:12][CH:13]=1)(=[O:8])[CH3:7]>C1C=CC([P]([Pd]([P](C2C=CC=CC=2)(C2C=CC=CC=2)C2C=CC=CC=2)([P](C2C=CC=CC=2)(C2C=CC=CC=2)C2C=CC=CC=2)[P](C2C=CC=CC=2)(C2C=CC=CC=2)C2C=CC=CC=2)(C2C=CC=CC=2)C2C=CC=CC=2)=CC=1.CN(C=O)C.CCN(CC)CC>[C:6]([C:9]1[CH:10]=[C:11](/[CH:14]=[C:15]2\[C:16](=[O:26])[NH:17][C:18]3[C:23]\2=[C:22]([C:5]#[C:4][CH2:3][NH:2][CH3:1])[C:21]([F:25])=[CH:20][CH:19]=3)[NH:12][CH:13]=1)(=[O:8])[CH3:7] |^1:30,32,51,70|. Reported procedure: Using Method C above, N-methylpropargyl amine (43.6 mg, 0.66 mmol) was coupled with (Z)-3-[(4-acetyl-1H-pyrrol-2-yl)methylene]-1,3-dihydro-5-fluoro-4-iodo-2H-indol-2-one (100 mg, 0.25 mmol) (Example 90B) using (Ph3P)4Pd (30.1 mg) and Cul (6.0 mg) as catalyst in DMF (6 mL) and Et3N (6 mL) as solvent at 89° C. for 5 h to yield (Z)-3-[(4-Acetyl-1H-pyrrol-2-yl)methylene]-1,3-dihydro-5-fluoro-4-[3-(N-methylamino)-1-propynyl]-2H-indol-2-one. (Yield 10 mg, 12%).